Dataset: the Open Reaction Database (ORD), a public repository of structured organic reaction records. Task: describe an organic reaction: reactants, conditions, products, and yield Starting materials: O=C(O)c1ccncc1Nc1ccc(I)cc1F, NC(=O)C(N)CO. Product: NC(=O)C(CO)NC(=O)c1ccncc1Nc1ccc(I)cc1F. RXN SMILES: [F:1][c:2]1[c:3]([NH:9][c:10]2[c:11]([C:12](=[O:13])[OH:14])[cH:15][cH:16][n:17][cH:18]2)[cH:4][cH:5][c:6]([I:8])[cH:7]1.[NH2:19][CH:20]([CH2:21][OH:22])[C:23](=[O:24])[NH2:25]>>[F:1][c:2]1[c:3]([NH:9][c:10]2[c:11]([C:12](=[O:14])[NH:19][CH:20]([CH2:21][OH:22])[C:23](=[O:24])[NH2:25])[cH:15][cH:16][n:17][cH:18]2)[cH:4][cH:5][c:6]([I:8])[cH:7]1.